From a dataset of the Open Reaction Database (ORD), a public repository of structured organic reaction records. describe an organic reaction: reactants, conditions, products, and yield RXN SMILES: [C:22]([c:23]1[cH:24][cH:25][cH:26][cH:27][cH:28]1)(=[O:29])[Cl:30].[CH3:31][N:32]([CH3:33])[CH:34]=[O:35].[Cl:36][CH2:37][Cl:38].[H-:1].[Na+:2].[nH:3]1[cH:4][cH:5][c:6]2[cH:7][c:8]([C:12](=[O:13])[O:14][CH2:15][c:16]3[cH:17][cH:18][cH:19][cH:20][cH:21]3)[cH:9][cH:10][c:11]12>>[n:3]1([C:22]([c:23]2[cH:24][cH:25][cH:26][cH:27][cH:28]2)=[O:29])[cH:4][cH:5][c:6]2[cH:7][c:8]([C:12](=[O:13])[O:14][CH2:15][c:16]3[cH:17][cH:18][cH:19][cH:20][cH:21]3)[cH:9][cH:10][c:11]12. The product is O=C(OCc1ccccc1)c1ccc2c(ccn2C(=O)c2ccccc2)c1. Starting materials: O=C(Cl)c1ccccc1, CN(C)C=O, ClCCl, [H-], [Na+], O=C(OCc1ccccc1)c1ccc2[nH]ccc2c1. Starting materials: N (NH3), ClC1=NC2=CC(=C(C=C2C(=N1)Cl)OC)OC (2.4-Dichloro-6,7-dimethoxy quinazoline), N (NH3). Run in O1CCCC1 (tetrahydrofuran). Reaction conditions: time 2 day. Product: ClC1=NC2=CC(=C(C=C2C(=N1)N)OC)OC (2-Chloro-4-amino-6,7-dimethoxy quinazoline). As a reaction SMILES: [Cl:1][C:2]1[N:11]=[C:10](Cl)[C:9]2[C:4](=[CH:5][C:6]([O:15][CH3:16])=[C:7]([O:13][CH3:14])[CH:8]=2)[N:3]=1.[NH3:17]>O1CCCC1>[Cl:1][C:2]1[N:11]=[C:10]([NH2:17])[C:9]2[C:4](=[CH:5][C:6]([O:15][CH3:16])=[C:7]([O:13][CH3:14])[CH:8]=2)[N:3]=1. Procedure details: 8.6 g of 2.4-Dichloro-6,7-dimethoxy quinazoline was dissolved in 300 ml of tetrahydrofuran and NH3 -gas was introduced to the solution. After saturated with NH3 -gas, the reaction mixture was allow to stand for 2 days and the solvent was removed. The resulting precipitate was collected by filtration and recrystallized from methanol. 2.8 g of desired compound was obtained. m.p. 248° C. (decomp.) The reactants are C1CCOC1, COC(=O)c1ccc(C2(COc3cc(C)c(-c4ccc(C(F)(F)F)cc4)c(C)c3)CC=CC2)s1, Cl, [Li+], [OH-]. The product is Cc1cc(OCC2(c3ccc(C(=O)O)s3)CC=CC2)cc(C)c1-c1ccc(C(F)(F)F)cc1. Reaction SMILES: [CH2:38]1[O:39][CH2:40][CH2:41][CH2:42]1.[CH3:1][O:2][C:3](=[O:4])[c:5]1[s:6][c:7]([C:10]2([CH2:15][O:16][c:17]3[cH:18][c:19]([CH3:34])[c:20](-[c:24]4[cH:25][cH:26][c:27]([C:30]([F:31])([F:32])[F:33])[cH:28][cH:29]4)[c:21]([CH3:23])[cH:22]3)[CH2:11][CH:12]=[CH:13][CH2:14]2)[cH:8][cH:9]1.[ClH:37].[Li+:36].[OH-:35]>>[O:2]=[C:3]([OH:4])[c:5]1[s:6][c:7]([C:10]2([CH2:15][O:16][c:17]3[cH:18][c:19]([CH3:34])[c:20](-[c:24]4[cH:25][cH:26][c:27]([C:30]([F:31])([F:32])[F:33])[cH:28][cH:29]4)[c:21]([CH3:23])[cH:22]3)[CH2:11][CH:12]=[CH:13][CH2:14]2)[cH:8][cH:9]1. The reactants are 1[1,3-(2-norbornyl)-2-propyl] -1,5,9-triazanonane trihydrochloride, Cl.Cl.Cl.Cl.C12C(CC(CC1)C2)CC(CC2C1CCC(C2)C1)NCCNCCNCCN (1-[1,3-di-2-norbornyl-2-propyl] -1,4,7,10-tetraazadecane tetrahydrochloride), Cl.Cl.Cl.C12C(CC(CC1)C2)C(C)CC(CC(C)C2C1CCC(C2)C1)NCCCNCCCN (1-[2,6-di-(2-norbornyl)-4-heptyl] -1,5,9-triazanonane trihydrochloride), C(CN)CNCCCN (3,3'-iminobispropylamine), C12C(CC(CC1)C2)CC(CC2C1CCC(C2)C1)=O (1,3-di-(2-norbornyl)-2-propanone), CCCC(CCC)=O (4-heptanone), C12C(CC(CC1)C2)C(C)CC(CC(C)C2C1CCC(C2)C1)=O (2,6-di-(2-norbornyl)-4-heptanone), C(CN)CNCCCN (3,3'-iminobispropylamine), Cl.Cl.Cl.C12C(CC(CC1)C2)CCCC(CCCC2C1CCC(C2)C1)NCCCNCCCN (1-[1,7-di-(2-norbornyl)-4-heptyl]-1,5,9-triazanonane trihydrochloride), C12C(CC(CC1)C2)CC(CC2C1CCC(C2)C1)=O (1,3-di-(2-norbornyl)-2-propanone), C(CN)CNCCCN (3,3'-iminobispropylamine), NCCNCCNCCN (triethylenetetramine). Yields the product Cl.Cl.Cl.C12C(CC(CC1)C2)CCC(CCC2C1CCC(C2)C1)NCCCNCCCN (1-[1,5-Di-(2-norbornyl)- 3-pentyl]-1,5,9- Triazanonane Trihydrochloride). Reaction SMILES: [CH:1]12[CH2:7][CH:4]([CH2:5][CH2:6]1)[CH2:3][CH:2]2CC(=O)CC1CC2CC1CC2.[CH2:19]([CH2:22][NH:23][CH2:24][CH2:25][CH2:26][NH2:27])[CH2:20][NH2:21].[ClH:28].Cl.Cl.Cl.[CH:32]12[CH2:38][CH:35]([CH2:36][CH2:37]1)[CH2:34][CH:33]2[CH2:39][CH:40](NCCNCCNCCN)[CH2:41][CH:42]1CC2C[CH:43]1CC2.NCCNCCNCCN.Cl.Cl.Cl.C12CC(CC1)CC2CCCC(NCCCNCCCN)CCCC1CC2CC1CC2.CCCC(=O)CCC.Cl.Cl.Cl.C12CC(CC1)CC2C(CC(NCCCNCCCN)CC(C1CC2CC1CC2)C)C.C12CC(CC1)CC2C(CC(=O)CC(C1CC2CC1CC2)C)C>>[ClH:28].[ClH:28].[ClH:28].[CH:32]12[CH2:38][CH:35]([CH2:36][CH2:37]1)[CH2:34][CH:33]2[CH2:39][CH2:40][CH:41]([NH:21][CH2:20][CH2:19][CH2:22][NH:23][CH2:24][CH2:25][CH2:26][NH2:27])[CH2:42][CH2:43][CH:2]1[CH2:3][CH:4]2[CH2:7][CH:1]1[CH2:6][CH2:5]2 |f:2.3.4.5.6,8.9.10.11,13.14.15.16,18.19.20.21|. Reported procedure: Also prepared by this method in an analogous manner regarding molar quantities and reaction conditions are 1[1,3-(2-norbornyl)-2-propyl] -1,5,9-triazanonane trihydrochloride from 1,3-di-(2-norbornyl)-2-propanone and 3,3'-iminobispropylamine; 1-[1,3-di-2-norbornyl-2-propyl] -1,4,7,10-tetraazadecane tetrahydrochloride from 1,3-di-(2-norbornyl)-2-propanone and triethylenetetramine; 1-[1,7-di-(2-norbornyl)-4-heptyl]-1,5,9-triazanonane trihydrochloride from 1,7-di-2-norbornyl)-4-heptanone and 3,3'-im... Reactants: COC(=O)c1ccc2c(c1)CC(NCc1ccccc1)CCC2, C[O-], NC=O, [Na+], O. Yields the product NC(=O)c1ccc2c(c1)CC(NCc1ccccc1)CCC2. Reaction SMILES: [CH3:1][O:2][C:3](=[O:4])[c:5]1[cH:6][cH:7][c:8]2[c:9]([cH:23]1)[CH2:10][CH:11]([NH:15][CH2:16][c:17]1[cH:18][cH:19][cH:20][cH:21][cH:22]1)[CH2:12][CH2:13][CH2:14]2.[CH3:24][O-:25].[CH:28](=[O:29])[NH2:30].[Na+:26].[OH2:27]>>[O:2]=[C:3]([c:5]1[cH:6][cH:7][c:8]2[c:9]([cH:23]1)[CH2:10][CH:11]([NH:15][CH2:16][c:17]1[cH:18][cH:19][cH:20][cH:21][cH:22]1)[CH2:12][CH2:13][CH2:14]2)[NH2:30]. The reactants are C1CCC2=NCCCN2CC1, COCCOC, N#Cc1c(Cl)nc(N)nc1-c1ccccc1, OCc1ccccn1. The product is N#Cc1c(OCc2ccccn2)nc(N)nc1-c1ccccc1. RXN SMILES: [CH2:25]1[CH2:26][CH2:27][C:28]2=[N:33][CH2:32][CH2:31][CH2:30][N:29]2[CH2:34][CH2:35]1.[CH3:36][O:37][CH2:38][CH2:39][O:40][CH3:41].[NH2:1][c:2]1[n:3][c:4](-[c:11]2[cH:12][cH:13][cH:14][cH:15][cH:16]2)[c:5]([C:9]#[N:10])[c:6]([Cl:8])[n:7]1.[OH:17][CH2:18][c:19]1[n:20][cH:21][cH:22][cH:23][cH:24]1>>[NH2:1][c:2]1[n:3][c:4](-[c:11]2[cH:12][cH:13][cH:14][cH:15][cH:16]2)[c:5]([C:9]#[N:10])[c:6]([O:17][CH2:18][c:19]2[n:20][cH:21][cH:22][cH:23][cH:24]2)[n:7]1. Reactants: CCc1cc(-c2ccc(S(=O)(=O)Cl)s2)c(C)[nH]c1=O, Cl, O=C(c1ccccc1)C1CCNCC1. The product is CCc1cc(-c2ccc(S(=O)(=O)N3CCC(C(=O)c4ccccc4)CC3)s2)c(C)[nH]c1=O. Reaction SMILES: [CH2:1]([CH3:2])[c:3]1[cH:4][c:5](-[c:11]2[cH:12][cH:13][c:14]([S:16](=[O:17])(=[O:18])[Cl:19])[s:15]2)[c:6]([CH3:10])[nH:7][c:8]1=[O:9].[ClH:20].[c:21]1([C:27](=[O:28])[CH:29]2[CH2:30][CH2:31][NH:32][CH2:33][CH2:34]2)[cH:22][cH:23][cH:24][cH:25][cH:26]1>>[CH2:1]([CH3:2])[c:3]1[cH:4][c:5](-[c:11]2[cH:12][cH:13][c:14]([S:16](=[O:17])(=[O:18])[N:32]3[CH2:31][CH2:30][CH:29]([C:27]([c:21]4[cH:22][cH:23][cH:24][cH:25][cH:26]4)=[O:28])[CH2:34][CH2:33]3)[s:15]2)[c:6]([CH3:10])[nH:7][c:8]1=[O:9]. The reactants are BrC1=CC(=C(C(=C1)N)N)C (5-bromo-3-methylbenzene-1,2-diamine), [H-].[Na+] (NaH), ClC(=O)OCC (ethyl chloroformate), [NH4+].[Cl-] (NH4Cl). The solvent is CN(C)C=O (DMF), CN(C)C=O (DMF). Run at time 30 minute. Yields the product C(C)OC(NC1=C(C(=CC(=C1)Br)C)N)=O (Ethyl(2-amino-5-bromo-3-methylphenyl)carbamate). The yield is 52.3%. RXN SMILES: [Br:1][C:2]1[CH:7]=[C:6]([NH2:8])[C:5]([NH2:9])=[C:4]([CH3:10])[CH:3]=1.[H-].[Na+].Cl[C:14]([O:16][CH2:17][CH3:18])=[O:15].[NH4+].[Cl-]>CN(C=O)C>[CH2:17]([O:16][C:14](=[O:15])[NH:8][C:6]1[CH:7]=[C:2]([Br:1])[CH:3]=[C:4]([CH3:10])[C:5]=1[NH2:9])[CH3:18] |f:1.2,4.5|. Procedure: To a stirred solution of 5-bromo-3-methylbenzene-1,2-diamine (4 g) in DMF (80 ml) was added NaH (40% oil dispersion, 800 mg) at 0° C., and the reaction mixture was stirred for another 30 min at the same temperature. A solution of ethyl chloroformate (1.9 g) in DMF (10 ml) was added dropwise thereto at 0° C. and then the resulting reaction mixture was stirred at room temperature for 1 h. The reaction mixture was poured into saturated NH4Cl solution, and extracted with EtOAc. The extract was washe... Starting materials: CCCC[N+](CCCC)(CCCC)CCCC, CC#N, CO, [Cl-], CNCCCl, Cl, Fc1ccc(-c2nccnc2N2CCN(Cc3cn[nH]c3)CC2)cc1, [NH4+], [Na+], [OH-], O=S(=O)([O-])O. The product is Cl, Cl, CNCCn1cc(CN2CCN(c3nccnc3-c3ccc(F)cc3)CC2)cn1. As a reaction SMILES: [CH2:44]([N+:45]([CH2:46][CH2:47][CH2:48][CH3:49])([CH2:50][CH2:51][CH2:52][CH3:53])[CH2:54][CH2:55][CH2:56][CH3:57])[CH2:58][CH2:59][CH3:60].[CH3:36][C:37]#[N:38].[CH3:61][OH:62].[Cl-:34].[Cl:29][CH2:30][CH2:31][NH:32][CH3:33].[ClH:28].[F:1][c:2]1[cH:3][cH:4][c:5](-[c:8]2[c:9]([N:14]3[CH2:15][CH2:16][N:17]([CH2:20][c:21]4[cH:22][n:23][nH:24][cH:25]4)[CH2:18][CH2:19]3)[n:10][cH:11][cH:12][n:13]2)[cH:6][cH:7]1.[NH4+:35].[Na+:27].[OH-:26].[S:39](=[O:40])(=[O:41])([OH:42])[O-:43]>>[ClH:28].[ClH:29].[F:1][c:2]1[cH:3][cH:4][c:5](-[c:8]2[c:9]([N:14]3[CH2:15][CH2:16][N:17]([CH2:20][c:21]4[cH:22][n:23]([CH2:30][CH2:31][NH:32][CH3:33])[n:24][cH:25]4)[CH2:18][CH2:19]3)[n:10][cH:11][cH:12][n:13]2)[cH:6][cH:7]1. Starting materials: CCN1C(=O)C(C)(C)CC1C(=O)NCc1ccc(F)cc1Cl, NCc1ccc(F)c(F)c1Cl, Cl. Yields the product CCN1C(=O)C(C)(C)CC1C(=O)NCc1ccc(F)c(F)c1Cl. Reaction SMILES: [Cl:1][c:2]1[c:3]([CH2:9][NH:10][C:11]([CH:12]2[N:13]([CH2:20][CH3:21])[C:14](=[O:19])[C:15]([CH3:17])([CH3:18])[CH2:16]2)=[O:22])[cH:4][cH:5][c:6]([F:8])[cH:7]1.[Cl:24][c:25]1[c:26]([F:31])[c:27]([F:28])[cH:29][cH:30][c:32]1[CH2:33][NH2:34].[ClH:23]>>[Cl:1][c:2]1[c:3]([CH2:9][NH:10][C:11]([CH:12]2[N:13]([CH2:20][CH3:21])[C:14](=[O:19])[C:15]([CH3:17])([CH3:18])[CH2:16]2)=[O:22])[cH:4][cH:5][c:6]([F:8])[c:7]1[F:31].